Dataset: the Open Reaction Database (ORD), a public repository of structured organic reaction records. Task: describe an organic reaction: reactants, conditions, products, and yield Reactants: N(=O)C=1C(=NC(=NC1OCC(CC)C)N)N (5-nitroso-2,4-diamino-6-(2-methylbutoxy)pyrimidine), Cl (hydrochloric acid). Reagents/catalysts: [Pd] (palladium on charcoal). Run in C(C)O (ethanol). Conditions: time 18 hour. Yields the product Cl.Cl.CC(COC1=C(C(=NC(=N1)N)N)N)CC (6-(2-Methylbutoxy)-2,4,5-pyrimidinetriamine dihydrochloride). Isolated yield 81.7%. As a reaction SMILES: [N:1]([C:3]1[C:4]([NH2:16])=[N:5][C:6]([NH2:15])=[N:7][C:8]=1[O:9][CH2:10][CH:11]([CH3:14])[CH2:12][CH3:13])=O.[ClH:17]>C(O)C.[Pd]>[ClH:17].[ClH:17].[CH3:14][CH:11]([CH2:12][CH3:13])[CH2:10][O:9][C:8]1[N:7]=[C:6]([NH2:15])[N:5]=[C:4]([NH2:16])[C:3]=1[NH2:1] |f:4.5.6|. Reported procedure: To a solution of 19.0 g (0.084 mol) 5-nitroso-2,4-diamino-6-(2-methylbutoxy)pyrimidine from step 3.2 in 400 ml ethanol was added 4.0 g (0.04 mol %) palladium on charcoal (5%). The mixture was shaken at room temperature for 18 h under an atmosphere of hydrogen at 1 bar. The reaction mixture was then poured into 150 ml dilute hydrochloric acid (0.30 mol), the catalyst was filtered off and the filtrate was concentrated almost to dryness. The precipitated crystals were filtered off with suction and ... Reactants: CC1=C(C(=CC=C1)C)N1CC(CC1=O)(C(=O)O)CC(=C)C (1-(2,6-dimethylphenyl)-3-(2-methylallyl)-5-oxo-pyrrolidine-3-carboxylic acid), COC=1C=C2C(=CC1OC)N3[C@@H]4[C@]25CCN6[C@H]5C[C@@H]7[C@H]4[C@H](CC3=O)OCC=C7C6 (brucine). Solvent: CC(C)O (iPrOH). Run at temperature 75 celsius. Product: CC1=C(C(=CC=C1)C)N1C[C@](CC1=O)(C(=O)O)CC(=C)C ((S)-1-(2,6-dimethyl-phenyl)-3-(2-methyl-allyl)-5-oxo-pyrrolidine-3-carboxylic acid). Reaction SMILES: [CH3:1][C:2]1[CH:7]=[CH:6][CH:5]=[C:4]([CH3:8])[C:3]=1[N:9]1[C:13](=[O:14])[CH2:12][C:11]([CH2:18][C:19]([CH3:21])=[CH2:20])([C:15]([OH:17])=[O:16])[CH2:10]1.COC1C=C2[C@@]34[C@@H]5C[C@H]6C(CN5CC3)=CCO[C@H]3CC(=O)N([C@H]4[C@@H]63)C2=CC=1OC>CC(O)C>[CH3:8][C:4]1[CH:5]=[CH:6][CH:7]=[C:2]([CH3:1])[C:3]=1[N:9]1[C:13](=[O:14])[CH2:12][C@:11]([CH2:18][C:19]([CH3:21])=[CH2:20])([C:15]([OH:17])=[O:16])[CH2:10]1. Procedure: To a mixture of 1-(2,6-dimethylphenyl)-3-(2-methylallyl)-5-oxo-pyrrolidine-3-carboxylic acid (prepared from step b, 9 g, 31.36 mmol) and brucine (12.37 g, 31.35 mmol) was added iPrOH (75 mL) and heated with stirring at 75° C. until it became a clear solution, which was then allowed to cool to room temperature slowly. The resulting white solid was filtered and discarded. The filtrate was then diluted with Et2O (100 mL) and washed with 2 N HCl (2×100 mL), dried (Na2SO4) and concentrated under redu... The reactants are CC(C)(C)OC(=O)Nc1ccc2c(c1)CCC(=O)O2, ClCCl, CC(C)C[Al+]CC(C)C, CO, [H-], O. The product is CC(C)(C)OC(=O)Nc1ccc2c(c1)CCC(O)O2. RXN SMILES: [C:4]([CH3:5])([CH3:6])([CH3:7])[O:8][C:9](=[O:10])[NH:11][c:12]1[cH:13][c:14]2[c:19]([cH:20][cH:21]1)[O:18][C:17](=[O:22])[CH2:16][CH2:15]2.[CH2:1]([Cl:2])[Cl:3].[CH2:24]([Al+:25][CH2:26][CH:27]([CH3:28])[CH3:29])[CH:30]([CH3:31])[CH3:32].[CH3:33][OH:34].[H-:23].[OH2:35]>>[C:4]([CH3:5])([CH3:6])([CH3:7])[O:8][C:9](=[O:10])[NH:11][c:12]1[cH:13][c:14]2[c:19]([cH:20][cH:21]1)[O:18][CH:17]([OH:22])[CH2:16][CH2:15]2. Reactants: COc1cccc2cc(C(=O)O)oc12, [Cu], c1ccc2ncccc2c1. RXN SMILES: [CH3:1][O:2][c:3]1[cH:4][cH:5][cH:6][c:7]2[cH:8][c:9]([C:12]([OH:13])=[O:14])[o:10][c:11]12.[Cu:25].[cH:15]1[cH:16][c:17]2[c:18]([n:19][cH:20][cH:21][cH:22]2)[cH:23][cH:24]1>>[CH3:1][O:2][c:3]1[cH:4][cH:5][cH:6][c:7]2[cH:8][cH:9][o:10][c:11]12. Yields the product COc1cccc2ccoc12. Yields the product CC1CN(S(C)(=O)=O)CC(C)N1Cc1cc2nc(Cl)nc(N3CCOCC3)c2s1. Reaction SMILES: [Br:1][CH2:2][c:3]1[cH:4][c:5]2[n:6][c:7]([Cl:18])[n:8][c:9]([N:12]3[CH2:13][CH2:14][O:15][CH2:16][CH2:17]3)[c:10]2[s:11]1.[C:31](=[O:32])([O-:33])[O-:34].[CH3:19][S:20](=[O:21])(=[O:22])[N:23]1[CH2:24][CH:25]([CH3:30])[NH:26][CH:27]([CH3:29])[CH2:28]1.[CH3:37][C:38]#[N:39].[K+:35].[K+:36]>>[CH2:2]([c:3]1[cH:4][c:5]2[n:6][c:7]([Cl:18])[n:8][c:9]([N:12]3[CH2:13][CH2:14][O:15][CH2:16][CH2:17]3)[c:10]2[s:11]1)[N:26]1[CH:25]([CH3:30])[CH2:24][N:23]([S:20]([CH3:19])(=[O:21])=[O:22])[CH2:28][CH:27]1[CH3:29]. Starting materials: Clc1nc(N2CCOCC2)c2sc(CBr)cc2n1, O=C([O-])[O-], CC1CN(S(C)(=O)=O)CC(C)N1, CC#N, [K+], [K+].